describe an organic reaction: reactants, conditions, products, and yield From a dataset of the Open Reaction Database (ORD), a public repository of structured organic reaction records. The product is C=COCP(=O)(OCC)OCC. As a reaction SMILES: [C:20](=[O:21])([OH:22])[O-:23].[CH3:39][OH:40].[CH:31]([NH:32][CH:33]([CH3:34])[CH3:35])([CH3:36])[CH3:37].[Cl:47][CH2:48][Cl:49].[I+3:25]([O-:26])([O-:27])([O-:28])[O-:29].[Na+:24].[Na+:30].[O:41]1[CH2:42][CH2:43][O:44][CH2:45][CH2:46]1.[OH2:38].[c:1]1([CH:7]([SeH:2])[CH2:8][O:9][CH2:10][P:11]([O:12][CH2:13][CH3:14])([O:15][CH2:16][CH3:17])=[O:18])[cH:3][cH:4][cH:5][cH:6][cH:19]1.[cH:50]1[cH:51][cH:52][cH:53][cH:54][cH:55]1>>[CH2:7]=[CH:8][O:9][CH2:10][P:11]([O:12][CH2:13][CH3:14])([O:15][CH2:16][CH3:17])=[O:18]. Reactants: O=C([O-])O, CO, CC(C)NC(C)C, ClCCl, [O-][I+3]([O-])([O-])[O-], [Na+], [Na+], C1COCCO1, O, CCOP(=O)(COCC([SeH])c1ccccc1)OCC, c1ccccc1. Starting materials: CC(C)(C)OC(=O)N1CC(OCc2ccccc2)CC1C(=O)O, CCOC(C)=O, C1CCOC1, CCCCCC, Cl. Yields the product CC(C)(C)OC(=O)N1CC(OCc2ccccc2)CC1CO. Reaction SMILES: [C:1]([CH3:2])([CH3:3])([CH3:4])[O:5][C:6](=[O:7])[N:8]1[CH:9]([C:21](=[O:22])[OH:23])[CH2:10][CH:11]([O:13][CH2:14][c:15]2[cH:16][cH:17][cH:18][cH:19][cH:20]2)[CH2:12]1.[C:25]([O:26][CH2:27][CH3:28])(=[O:29])[CH3:30].[CH2:37]1[O:38][CH2:39][CH2:40][CH2:41]1.[CH3:31][CH2:32][CH2:33][CH2:34][CH2:35][CH3:36].[ClH:24]>>[C:1]([CH3:2])([CH3:3])([CH3:4])[O:5][C:6](=[O:7])[N:8]1[CH:9]([CH2:21][OH:22])[CH2:10][CH:11]([O:13][CH2:14][c:15]2[cH:16][cH:17][cH:18][cH:19][cH:20]2)[CH2:12]1. The reactants are BrCc1ccccc1, CCO, ClCCl, [Na+], [OH-], OCc1ccc(O)cc1C(F)(F)F. The product is OCc1ccc(OCc2ccccc2)cc1C(F)(F)F. RXN SMILES: [Br:14][CH2:15][c:16]1[cH:17][cH:18][cH:19][cH:20][cH:21]1.[CH3:24][CH2:25][OH:26].[Cl:27][CH2:28][Cl:29].[Na+:23].[OH-:22].[OH:1][CH2:2][c:3]1[c:4]([C:10]([F:11])([F:12])[F:13])[cH:5][c:6]([OH:9])[cH:7][cH:8]1>>[OH:1][CH2:2][c:3]1[c:4]([C:10]([F:11])([F:12])[F:13])[cH:5][c:6]([O:9][CH2:15][c:16]2[cH:17][cH:18][cH:19][cH:20][cH:21]2)[cH:7][cH:8]1. The reactants are C(C)(=O)[O-].[Na+] (Sodium acetate), BrBr (Br2), FC1=CC=C(C(=C1C(=O)O)[N+](=O)[O-])O (6-Fluoro-3-hydroxy-2-nitrobenzoic acid). Run in O (water), C(C)(=O)O (acetic acid). Reaction conditions: time 14 hour. Yields the product BrC1=C(C(=C(C(=O)O)C(=C1)F)[N+](=O)[O-])O (4-Bromo-6-fluoro-3-hydroxy-2-nitrobenzoic acid). Isolated yield 74.7%. Reaction SMILES: [F:1][C:2]1[C:7]([C:8]([OH:10])=[O:9])=[C:6]([N+:11]([O-:13])=[O:12])[C:5]([OH:14])=[CH:4][CH:3]=1.C([O-])(=O)C.[Na+].[Br:20]Br>C(O)(=O)C.O>[Br:20][C:4]1[CH:3]=[C:2]([F:1])[C:7]([C:8]([OH:10])=[O:9])=[C:6]([N+:11]([O-:13])=[O:12])[C:5]=1[OH:14] |f:1.2|. Procedure: 6-Fluoro-3-hydroxy-2-nitrobenzoic acid (22 mg, 0.11 mmol) was dissolved in acetic acid (2 mL). Sodium acetate (10 mg, 0.12 mmol) and Br2 (10 μL, 0.19 mmol) was added and the reaction mixture was left at room temperature for 14 h. The temperature was raised to 50° and the reaction was continued for another 4 h. Evaporation gave a residue which was dissolved in water, and after adjustment of the pH the aqueous phase was extracted with EtOAc. Washing of the organic phase with water and evaporation ... The reactants are F[C@H]1[C@@H](O[C@@H]([C@H]1O)CO)N1C(=O)NC(=O)C=C1 (1-(2-deoxy-2-fluoro-β-D-ribofuranosyl)uracil), NC1=NC(=C2NC=NC2=N1)Cl (2-Amino-6-chloropurine), [C@@H]1(C[C@H](O)[C@@H](CO)O1)N1C(=O)NC(=O)C(C)=C1 (thymidine), purine nucleoside, [N-]=[N+]=[N-].[K+] (potassium azide), [C@@H]1(C[C@H](O)[C@@H](CO)O1)N1C(=O)NC(=O)C(C)=C1 (Thymidine), purine nucleoside, [N-]=[N+]=[N-].[K+] (potassium azide), [N-]=[N+]=[N-].[K+] (potassium azide). The solvent is P(=O)([O-])([O-])[O-].[K+].[K+].[K+] (potassium phosphate), P(=O)([O-])([O-])[O-].[K+].[K+].[K+] (potassium phosphate), P(=O)([O-])([O-])[O-].[K+].[K+].[K+] (potassium phosphate). Reaction conditions: temperature 37 celsius. Yields the product NC1=NC(=C2N=CN(C2=N1)[C@H]1[C@@H]([C@H](O)[C@H](O1)CO)F)Cl (2-Amino-6-chloro- 9-(2-deoxy-2-fluoro-β-D-ribofuranosyl)-9H-purine). Reaction SMILES: [NH2:1][C:2]1[N:10]=[C:9]2[C:5]([NH:6][CH:7]=[N:8]2)=[C:4]([Cl:11])[N:3]=1.[F:12][C@@H:13]1[C@H:17]([OH:18])[C@@H:16]([CH2:19][OH:20])[O:15][C@H:14]1N1C=CC(=O)NC1=O.[N-]=[N+]=[N-].[K+].[C@@H]1(N2C=C(C)C(=O)NC2=O)O[C@H](CO)[C@@H](O)C1>P([O-])([O-])([O-])=O.[K+].[K+].[K+]>[NH2:1][C:2]1[N:10]=[C:9]2[C:5]([N:6]=[CH:7][N:8]2[C@@H:14]2[O:15][C@H:16]([CH2:19][OH:20])[C@@H:17]([OH:18])[C@H:13]2[F:12])=[C:4]([Cl:11])[N:3]=1 |f:2.3,5.6.7.8|. Procedure details: 2-Amino-6-chloropurine (Sigma Chemical Company, 0.8 g, 4.7 mmoles) and 1-(2-deoxy-2-fluoro-β-D-ribofuranosyl)uracil (0.4 g, 1.6 mmoles) were suspended in 25 ml of 10 mM potassium phosphate buffer, pH 7.0, which contained 0.04% (w/v) potassium azide. Thymidine phosphorylase (4,000 I.U.) and purine nucleoside phosphorylase (6,500 I.U.) were added and the suspension stirred at 37° C. On day 10, the reaction was diluted to 100 ml with 5 mM potassium phosphate buffer, pH 7.0, which contained 0.04% (w...